describe an organic reaction: reactants, conditions, products, and yield From a dataset of the Open Reaction Database (ORD), a public repository of structured organic reaction records. Starting materials: O=C([O-])[O-], CCOC(=O)C(Cc1ccc(O)cc1)OCC, CC(C)(C)OC(=O)Nc1ccc(CCCOS(C)(=O)=O)cc1, CC#N, [K+], [K+]. Yields the product CCOC(=O)C(Cc1ccc(OCCCc2ccc(NC(=O)OC(C)(C)C)cc2)cc1)OCC. Reaction SMILES: [C:40](=[O:41])([O-:42])[O-:43].[CH2:23]([CH3:24])[O:25][C:26]([CH:27]([CH2:28][c:29]1[cH:30][cH:31][c:32]([OH:35])[cH:33][cH:34]1)[O:36][CH2:37][CH3:38])=[O:39].[CH3:1][S:2](=[O:3])(=[O:4])[O:5][CH2:6][CH2:7][CH2:8][c:9]1[cH:10][cH:11][c:12]([NH:15][C:16](=[O:17])[O:18][C:19]([CH3:20])([CH3:21])[CH3:22])[cH:13][cH:14]1.[CH3:46][C:47]#[N:48].[K+:44].[K+:45]>>[O:5]([CH2:6][CH2:7][CH2:8][c:9]1[cH:10][cH:11][c:12]([NH:15][C:16](=[O:17])[O:18][C:19]([CH3:20])([CH3:21])[CH3:22])[cH:13][cH:14]1)[c:32]1[cH:31][cH:30][c:29]([CH2:28][CH:27]([C:26]([O:25][CH2:23][CH3:24])=[O:39])[O:36][CH2:37][CH3:38])[cH:34][cH:33]1. The reactants are CC1=CSC=2N=C(NC(C21)=O)C(=O)NCC2=CC(=CC=C2)CNC(=O)C2=NN(C=N2)C(C2=CC=CC=C2)(C2=CC=CC=C2)C2=CC=CC=C2 (5-methyl-4-oxo-N-({3-[({[1-(triphenylmethyl)-1H-1,2,4-triazol-3-yl]carbonyl}amino)methyl]phenyl}methyl)-3,4-dihydrothieno[2,3-d]pyrimidine-2-carboxamide), C(C)[SiH](CC)CC (triethylsilane), FC(C(=O)O)(F)F (trifluoroacetic acid). Run in ClCCl (dichloromethane). Product: CC1=CSC=2N=C(NC(C21)=O)C(=O)NCC2=CC(=CC=C2)CNC(=O)C2=NNC=N2 (5-methyl-4-oxo-N-[(3-{[(1H-1,2,4-triazol-3-ylcarbonyl)amino]methyl}phenyl)methyl]-3,4-dihydrothieno[2,3-d]pyrimidine-2-carboxamide). Isolated yield 99.9%. As a reaction SMILES: [CH3:1][C:2]1[C:10]2[C:9](=[O:11])[NH:8][C:7]([C:12]([NH:14][CH2:15][C:16]3[CH:21]=[CH:20][CH:19]=[C:18]([CH2:22][NH:23][C:24]([C:26]4[N:30]=[CH:29][N:28](C(C5C=CC=CC=5)(C5C=CC=CC=5)C5C=CC=CC=5)[N:27]=4)=[O:25])[CH:17]=3)=[O:13])=[N:6][C:5]=2[S:4][CH:3]=1.C([SiH](CC)CC)C.FC(F)(F)C(O)=O>ClCCl>[CH3:1][C:2]1[C:10]2[C:9](=[O:11])[NH:8][C:7]([C:12]([NH:14][CH2:15][C:16]3[CH:21]=[CH:20][CH:19]=[C:18]([CH2:22][NH:23][C:24]([C:26]4[N:30]=[CH:29][NH:28][N:27]=4)=[O:25])[CH:17]=3)=[O:13])=[N:6][C:5]=2[S:4][CH:3]=1. Reported procedure: A solution of 5-methyl-4-oxo-N-({3-[({[1-(triphenylmethyl)-1H-1,2,4-triazol-3-yl]carbonyl}amino)methyl]phenyl}methyl)-3,4-dihydrothieno[2,3-d]pyrimidine-2-carboxamide (565.0 mg, 0.849 mmol), triethylsilane (0.142 mL, 0.891 mmol) and trifluoroacetic acid (3 mL) in dichloromethane (10 mL) was stirred at room temperature for 30 min. The reaction mixture was concentrated under reduced pressure, and the residue was crystallized from IPE. The obtained powder was suspended in ethanol, and the suspensio... Starting materials: BrC=1C=C2C(=CC(OC2=CC1O)=O)CCl (6-Bromo-4-chloromethyl-7-hydroxycoumarin), C1=CC=CC=C1 (benzene), N12CCCCCC2=NCCC1 (1,8-diazabicyclo[5.4.0]undec-7-ene), C(C)(=O)O (acetic acid). Run in C(Cl)(Cl)Cl (chloroform). Product: C(C)(=O)OCC1=CC(OC2=CC(=C(C=C12)Br)O)=O (6-Bromo-7-hydroxycoumarin-4-ylmethyl acetate). The yield is 59.5%. Reaction SMILES: [Br:1][C:2]1[CH:3]=[C:4]2[C:9](=[CH:10][C:11]=1[OH:12])[O:8][C:7](=[O:13])[CH:6]=[C:5]2[CH2:14]Cl.C1C=CC=CC=1.N12CCCN=C1CCCCC2.[C:33]([OH:36])(=[O:35])[CH3:34]>C(Cl)(Cl)Cl>[C:33]([O:36][CH2:14][C:5]1[C:4]2[C:9](=[CH:10][C:11]([OH:12])=[C:2]([Br:1])[CH:3]=2)[O:8][C:7](=[O:13])[CH:6]=1)(=[O:35])[CH3:34]. Procedure details: A mixture of 67.1 mg (0.232 mmol) of compound 11, dry benzene (2 mL), 175 mL (0.927 mmol) of 1,8-diazabicyclo[5.4.0]undec-7-ene, and 40 mL (0.70 mmol) of acetic acid was refluxed for 1.5 hours. The reaction mixture was allowed to cool to room temperature, diluted with chloroform (10 mL), quenched with 1N HCl (1 mL) and separated. The organic layer was dried over MgSO4 and evaporated to yield the crude product. Purification by column chromatography (10 g of SiO2, 4.7% methanol-chloroform) gave 43... Starting materials: [OH-].[Na+] (NaOH), Cl (HCl), NCCCCN (tetramethylene diamine), [Li]CCCC (n-BuLi), ClC1=CC(=C(C=C1)OC(NC(C)C)=O)F (isopropylcarbamic acid 4-chloro-2-fluorophenyl ester), NCCCCN (tetramethylene diamine), (trimethylsilyl)(trifluoromethan)sulfonate. The solvent is C(C)O (ethanol), CN(C)C=O (DMF), C(C)OCC (diethyl ether). Conditions: temperature -70 celsius. Yields the product ClC=1C=C(C(=C(C=O)C1)O)F (5-chloro-3-fluoro-2-hydroxybenzaldehyde). As a reaction SMILES: Cl[C:2]1[CH:7]=[CH:6][C:5]([O:8]C(=O)NC(C)C)=[C:4]([F:15])[CH:3]=1.N[CH2:17]CCCN.[Li]CCCC.[OH-:27].[Na+].[ClH:29]>C(OCC)C.C(O)C.CN(C=O)C>[Cl:29][C:2]1[CH:3]=[C:4]([F:15])[C:5]([OH:8])=[C:6]([CH:7]=1)[CH:17]=[O:27] |f:3.4|. Reported procedure: To 5 g (34 mmol) 4-Chloro-2-fluorophenol and 416 mg (3.41 mmol) 4-dimethylaminopyridine in 18 ml THF are added 3.7 ml (37.5 mmol) isopropyl isocyanate and the mixture is heated for 20 hours at 60° C. After cooling down to room temperature 2 M HCl is added and the aqueous phase is extracted with diethyl ether. The combined organic phases are washed with brine, dried over sodium sulfate and evaporated to yield 7.2 g isopropylcarbamic acid 4-chloro-2-fluorophenyl ester as the crude product. To 7.2 ... Reactants: ClC1=C(C(=NC=N1)N)N (6-chloropyrimidine-4,5-diamine), CC(C(C)=O)=O (2,3-butanedione), C1(=CC=CC=C1)C (toluene). The solvent is CO (methanol). Product: CC=1N=C2C(=NC=NC2=NC1C)O (6,7-dimethylpteridin-4-ol). Isolated yield 72.0%. RXN SMILES: Cl[C:2]1[N:7]=[CH:6][N:5]=[C:4]([NH2:8])[C:3]=1[NH2:9].CC(=O)C(=[O:14])C.[C:16]1(C)C=C[CH:19]=[CH:18][CH:17]=1>CO>[CH3:16][C:17]1[N:9]=[C:3]2[C:4](=[N:8][C:18]=1[CH3:19])[N:5]=[CH:6][N:7]=[C:2]2[OH:14]. Procedure details: A mixture of 6-chloropyrimidine-4,5-diamine (1.4 g, 10 mmol) and 2,3-butanedione (2.0 g, 23 mmol) in toluene (35 mL) and methanol (10 mL) was stirred at reflux for 1 h. Upon cooling, the product precipitated and was collected by suction filtration and rinsed with a MeOH/Et2O mixture (ca. 1:2), then air dried to afford 6,7-dimethylpteridin-4-ol (1.4 g, 72%) as a gold powder. The solvent is CNC1CCCCC1 (N-methylcyclohexylamine), C(C)O (ethanol). Procedure: The title compound is prepared from a mixture of (S)-6-fluoro-3-(4-oxiranylmethoxy-phenyl)-benzo[d]isoxazole in dimethylformamide and N-methylcyclohexylamine in ethanol essentially as described above in Example 21. Purity by LC/MS=100%, [M+H]+=399. Starting materials: FC1=CC2=C(C(=NO2)C2=CC=C(C=C2)OC[C@H]2OC2)C=C1 ((S)-6-fluoro-3-(4-oxiranylmethoxy-phenyl)-benzo[d]isoxazole), CN(C=O)C (dimethylformamide). Yields the product C1(CCCCC1)N(C[C@@H](COC1=CC=C(C=C1)C1=NOC2=C1C=CC(=C2)F)O)C ((S)-1-(cyclohexyl-methyl-amino)-3-[4-(6-fluoro-benzo[d]isoxazol-3-yl)-phenoxy]-propan-2-ol). RXN SMILES: [F:1][C:2]1[CH:21]=[CH:20][C:5]2[C:6]([C:9]3[CH:14]=[CH:13][C:12]([O:15][CH2:16][C@@H:17]4[CH2:19][O:18]4)=[CH:11][CH:10]=3)=[N:7][O:8][C:4]=2[CH:3]=1.[CH3:22][N:23]([CH3:26])C=O>CNC1CCCCC1.C(O)C>[CH:22]1([N:23]([CH3:26])[CH2:19][C@H:17]([OH:18])[CH2:16][O:15][C:12]2[CH:13]=[CH:14][C:9]([C:6]3[C:5]4[CH:20]=[CH:21][C:2]([F:1])=[CH:3][C:4]=4[O:8][N:7]=3)=[CH:10][CH:11]=2)[CH2:20][CH2:21][CH2:2][CH2:3][CH2:4]1. Starting materials: N=1N2C(C(=NC1)O)=CC=C2 (pyrrolo[2,1-f][1,2,4]triazin-4-ol), C(=O)(O)[O-].[Na+] (NaHCO3), C(C)(C)N(CC)C(C)C (diisopropylethylamine), P(=O)(Cl)(Cl)Cl (phosphorus oxychloride). Run in C1(=CC=CC=C1)C (toluene). Run at temperature 100 celsius, time 30 minute. The product is ClC1=NC=NN2C1=CC=C2 (4-Chloropyrrolo[2,1-f][1,2,4]triazine). Yield: 97.0%. RXN SMILES: [N:1]1[N:2]2[CH:10]=[CH:9][CH:8]=[C:3]2[C:4](O)=[N:5][CH:6]=1.C(N(C(C)C)CC)(C)C.P(Cl)(Cl)([Cl:22])=O.C([O-])(O)=O.[Na+]>C1(C)C=CC=CC=1>[Cl:22][C:4]1[C:3]2=[CH:8][CH:9]=[CH:10][N:2]2[N:1]=[CH:6][N:5]=1 |f:3.4|. Procedure details: To a solution of pyrrolo[2,1-f][1,2,4]triazin-4-ol (3.70 g, 27.4 mmol, see generally, PCT Appl. WO 2000/071129 the disclosure of which is herein incorporated by reference in its entirety) in 40 mL of toluene at room temperature was added 4.77 mL (27.4 mmol) of diisopropylethylamine followed by 7.70 mL (82.6 mmol) of phosphorus oxychloride. The reaction mixture was heated at 100° C. for 18 h. After cooling to room temperature, the reaction was slowly added to a solution of 5% aq NaHCO3 solution (...